Dataset: the Open Reaction Database (ORD), a public repository of structured organic reaction records. Task: describe an organic reaction: reactants, conditions, products, and yield Starting materials: CC(C)(C)OC(=O)N1CCOC(CO)C1, CCCCc1nnc(Cl)cc1-c1ccc(OC2CCCCC2)cc1, CCOC(C)=O, [H-], [Na+], CN(C)C=O, O. Product: CCCCc1nnc(OCC2CN(C(=O)OC(C)(C)C)CCO2)cc1-c1ccc(OC2CCCCC2)cc1. RXN SMILES: [C:1]([CH3:2])([CH3:3])([CH3:4])[O:5][C:6](=[O:7])[N:8]1[CH2:9][CH:10]([CH2:14][OH:15])[O:11][CH2:12][CH2:13]1.[CH2:18]([CH2:19][CH2:20][CH3:21])[c:22]1[n:23][n:24][c:25]([Cl:41])[cH:26][c:27]1-[c:28]1[cH:29][cH:30][c:31]([O:34][CH:35]2[CH2:36][CH2:37][CH2:38][CH2:39][CH2:40]2)[cH:32][cH:33]1.[CH3:48][CH2:49][O:50][C:51](=[O:52])[CH3:53].[H-:16].[Na+:17].[O:43]=[CH:44][N:45]([CH3:46])[CH3:47].[OH2:42]>>[C:1]([CH3:2])([CH3:3])([CH3:4])[O:5][C:6](=[O:7])[N:8]1[CH2:9][CH:10]([CH2:14][O:15][c:25]2[n:24][n:23][c:22]([CH2:18][CH2:19][CH2:20][CH3:21])[c:27](-[c:28]3[cH:29][cH:30][c:31]([O:34][CH:35]4[CH2:36][CH2:37][CH2:38][CH2:39][CH2:40]4)[cH:32][cH:33]3)[cH:26]2)[O:11][CH2:12][CH2:13]1. Run in COC(C)O (methoxyethanol), C(C)(=O)OCC (ethyl acetate). The reactants are ClC1=C(C=NC2=CC=C(C=C12)Cl)C(=O)OCC (Ethyl 4,6-Dichloroquinoline-3-carboxylate), [BH4-].[Na+] (sodium borohydride). Procedure: Ethyl 4,6-Dichloroquinoline-3-carboxylate [prepared as described in C. C. Price and R. M. Roberts J. Amer. Chem. Soc. 68, 1204 (1964); C. J. Ohnmacht, Jr. J. Med. Chem. 14, 17 (1971)](2.0 g, 7.4 mmol) was added portionwise to a solution of sodium borohydride (1.2 g, 31 mmol) in 15 ml of methoxyethanol at about 0° C. The reaction mixture was warmed to room temperature over 3 hours then diluted with ethyl acetate. After standard aqueous workup (dil HCl; saturated NaHCO3) the organic layer was drie... The product is ClC=1C=C2C=C(C=NC2=CC1)C(=O)OCC (ethyl 6-chloroquinoline-3-carboxylate). Reaction SMILES: Cl[C:2]1[C:11]2[C:6](=[CH:7][CH:8]=[C:9]([Cl:12])[CH:10]=2)[N:5]=[CH:4][C:3]=1[C:13]([O:15][CH2:16][CH3:17])=[O:14].[BH4-].[Na+]>COC(O)C.C(OCC)(=O)C>[Cl:12][C:9]1[CH:10]=[C:11]2[C:6](=[CH:7][CH:8]=1)[N:5]=[CH:4][C:3]([C:13]([O:15][CH2:16][CH3:17])=[O:14])=[CH:2]2 |f:1.2|.